The task is: describe an organic reaction: reactants, conditions, products, and yield. This data is from the Open Reaction Database (ORD), a public repository of structured organic reaction records. The reactants are NC=1SC(=NN1)N1CCOCC1 (2-amino-5-morpholino-1,3,4-thiadiazole), C(#CC(=O)OCC)C(=O)OCC (diethyl acetylendicarboxylate). Solvent: C(C)O (ethanol). Conditions: temperature 60 celsius, time 8 hour. The product is O1CCN(CC1)C1=NN2C(=NC(C=C2C(=O)OCC)=O)S1 (ethyl 2-morpholino-7H-1,3,4-thiadiazolo-[3,2-a]-pyrimidin-7-one-5-carboxylate). Reaction SMILES: [NH2:1][C:2]1[S:3][C:4]([N:7]2[CH2:12][CH2:11][O:10][CH2:9][CH2:8]2)=[N:5][N:6]=1.[C:13]([C:20](OCC)=[O:21])#[C:14][C:15]([O:17][CH2:18][CH3:19])=[O:16]>C(O)C>[O:10]1[CH2:9][CH2:8][N:7]([C:4]2[S:3][C:2]3=[N:1][C:20](=[O:21])[CH:13]=[C:14]([C:15]([O:17][CH2:18][CH3:19])=[O:16])[N:6]3[N:5]=2)[CH2:12][CH2:11]1. Procedure details: 3.5 g of the 2-amino-5-morpholino-1,3,4-thiadiazole obtained in Example 1 were mixed with 40 ml of absolute ethanol and then 3.2 g of diethyl acetylendicarboxylate was added. The reaction mixture was heated on a water bath to about 60° C. until a clear solution was formed. This was stored overnight at room temperature and then evaporated in vacuo to dryness. The residue was triturated with a small amount of cold ethanol, filtered off, washed with ether and finally dried. Thus 3.8 g, correspondin... Starting materials: Cl (hydrochloric acid), C(C1=CC=CC=C1)OC1=CC=C(C(=O)O)C=C1 (p-benzyloxybenzoic acid), S(=O)(Cl)Cl (thionyl chloride), OC1=CC=C(C(=O)OC[C@H](CC)C)C=C1 ((S)-2-methylbutyl 4-hydroxybenzoate). Run in C(C)(=O)OCC (ethyl acetate), N1=CC=CC=C1 (pyridine), C(Cl)(Cl)(Cl)Cl (carbon tetrachloride), C1(=CC=CC=C1)C (toluene). Run at temperature 80 celsius, time 3 hour. Yields the product C(C1=CC=CC=C1)OC1=CC=C(C(=O)OC2=CC=C(C=C2)C(=O)OC[C@H](CC)C)C=C1 (4-((S)-2-methylbutoxycarbonyl)phenyl 4-benzyloxybenzoate). As a reaction SMILES: [CH2:1]([O:8][C:9]1[CH:17]=[CH:16][C:12]([C:13]([OH:15])=[O:14])=[CH:11][CH:10]=1)[C:2]1[CH:7]=[CH:6][CH:5]=[CH:4][CH:3]=1.S(Cl)(Cl)=O.O[C:23]1[CH:36]=[CH:35][C:26]([C:27]([O:29][CH2:30][C@@H:31]([CH3:34])[CH2:32][CH3:33])=[O:28])=[CH:25][CH:24]=1.Cl>C(Cl)(Cl)(Cl)Cl.C1(C)C=CC=CC=1.C(OCC)(=O)C.N1C=CC=CC=1>[CH2:1]([O:8][C:9]1[CH:10]=[CH:11][C:12]([C:13]([O:15][C:23]2[CH:36]=[CH:35][C:26]([C:27]([O:29][CH2:30][C@@H:31]([CH3:34])[CH2:32][CH3:33])=[O:28])=[CH:25][CH:24]=2)=[O:14])=[CH:16][CH:17]=1)[C:2]1[CH:3]=[CH:4][CH:5]=[CH:6][CH:7]=1. Procedure details: 6.54 g of p-benzyloxybenzoic acid was heated under reflux together with 12.5 g of thionyl chloride in 40 ml of carbon tetrachloride for 3 hours. Then the unreacted thionyl chloride and carbon tetrachloride were distilled off to obtain a yellow oily residue. A solution obtained by dissolving 1.64 g of (S)-2-methylbutyl alcohol in 40.0 ml of toluene was added to the oily residue and the resulting mixture was heated under reflux for 3 hours. After completion of the reaction, 30.0 ml of ethyl acetat... The reactants are C1CCOC1, COc1ccc(Nc2ncc(Cl)cc2-c2nc(C)nc3c2ncn3C2CCCCO2)cn1, ClCCl, Cl, [Na+], [OH-], c1ncc2[nH]cnc2n1. Yields the product COc1ccc(Nc2ncc(Cl)cc2-c2nc(C)nc3[nH]cnc23)cn1. As a reaction SMILES: [CH2:45]1[O:46][CH2:47][CH2:48][CH2:49]1.[Cl:10][c:11]1[cH:12][c:13](-[c:26]2[c:27]3[n:28][cH:29][n:30]([CH:36]4[CH2:37][CH2:38][CH2:39][CH2:40][O:41]4)[c:31]3[n:32][c:33]([CH3:35])[n:34]2)[c:14]([NH:17][c:18]2[cH:19][n:20][c:21]([O:24][CH3:25])[cH:22][cH:23]2)[n:15][cH:16]1.[Cl:50][CH2:51][Cl:52].[ClH:42].[Na+:44].[OH-:43].[n:1]1[cH:2][c:3]2[c:4]([n:5][cH:6][nH:7]2)[n:8][cH:9]1>>[Cl:10][c:11]1[cH:12][c:13](-[c:26]2[c:27]3[n:28][cH:29][nH:30][c:31]3[n:32][c:33]([CH3:35])[n:34]2)[c:14]([NH:17][c:18]2[cH:19][n:20][c:21]([O:24][CH3:25])[cH:22][cH:23]2)[n:15][cH:16]1.